This data is from the Open Reaction Database (ORD), a public repository of structured organic reaction records. The task is: describe an organic reaction: reactants, conditions, products, and yield The reactants are COc1ccc2c(COc3cccc4[nH]c(C(=O)O)cc34)coc2c1, NC1CCN(CC2CCCN3CCCCC23)CC1, Cl, Cl, Cl. The product is COc1ccc2c(COc3cccc4[nH]c(C(=O)NC5CCN(CC6CCCN7CCCCC67)CC5)cc34)coc2c1. As a reaction SMILES: [CH3:1][O:2][c:3]1[cH:4][c:5]2[c:6]([c:7]([CH2:10][O:11][c:12]3[c:13]4[cH:14][c:15]([C:21](=[O:22])[OH:23])[nH:16][c:17]4[cH:18][cH:19][cH:20]3)[cH:8][o:9]2)[cH:24][cH:25]1.[CH:29]1([CH2:39][N:40]2[CH2:41][CH2:42][CH:43]([NH2:46])[CH2:44][CH2:45]2)[CH2:30][CH2:31][CH2:32][N:33]2[CH2:34][CH2:35][CH2:36][CH2:37][CH:38]12.[ClH:26].[ClH:27].[ClH:28]>>[CH3:1][O:2][c:3]1[cH:4][c:5]2[c:6]([c:7]([CH2:10][O:11][c:12]3[c:13]4[cH:14][c:15]([C:21](=[O:22])[NH:46][CH:43]5[CH2:42][CH2:41][N:40]([CH2:39][CH:29]6[CH2:30][CH2:31][CH2:32][N:33]7[CH2:34][CH2:35][CH2:36][CH2:37][CH:38]67)[CH2:45][CH2:44]5)[nH:16][c:17]4[cH:18][cH:19][cH:20]3)[cH:8][o:9]2)[cH:24][cH:25]1.